This data is from the Open Reaction Database (ORD), a public repository of structured organic reaction records. The task is: describe an organic reaction: reactants, conditions, products, and yield The reactants are Br, CCOC(=O)CCN=C=O, Cc1nc(N)sc1-c1cccc(S(C)(=O)=O)c1, ClCCl. Yields the product CCOC(=O)CCNC(=O)Nc1nc(C)c(-c2cccc(S(C)(=O)=O)c2)s1. Reaction SMILES: [BrH:1].[CH2:19]([CH3:20])[O:21][C:22]([CH2:23][CH2:24][N:25]=[C:26]=[O:27])=[O:28].[CH3:2][S:3](=[O:4])(=[O:5])[c:6]1[cH:7][c:8](-[c:12]2[c:13]([CH3:18])[n:14][c:15]([NH2:17])[s:16]2)[cH:9][cH:10][cH:11]1.[Cl:29][CH2:30][Cl:31]>>[CH3:2][S:3](=[O:4])(=[O:5])[c:6]1[cH:7][c:8](-[c:12]2[c:13]([CH3:18])[n:14][c:15]([NH:17][C:26]([NH:25][CH2:24][CH2:23][C:22]([O:21][CH2:19][CH3:20])=[O:28])=[O:27])[s:16]2)[cH:9][cH:10][cH:11]1. Procedure: (R)-3-[N-(tert-Butoxycarbonyl)-N-methylamino]-1-(1,4-dichloro-5-isoquinolinesulfonyl)pyrrolidine (Intermediate 25b) was prepared by using 1,4-dichloro-5-isoquinolinesulfonyl chloride and (R)-3-[N(tert-butoxycarbonyl)-N-methylamino]pyrrolidine in the method of Example 35-1, Step A instead of 1-chloro-4-bromo-5-isoquinolinesulfonyl chloride and (S)-3-[N-(tert-butoxycarbonyl)-N-methylamino]pyrrolidine, respectively, and then used in the method of Example 35-1, Step B in a similar manner to obtain t... Starting materials: C(C)(C)(C)OC(=O)N(C)[C@H]1CNCC1 ((R)-3-[N(tert-butoxycarbonyl)-N-methylamino]pyrrolidine), ClC1=NC=C(C=2C(=CC=CC12)S(=O)(=O)Cl)Br (1-chloro-4-bromo-5-isoquinolinesulfonyl chloride), ClC1=NC=C(C=2C(=CC=CC12)S(=O)(=O)Cl)Cl (1,4-dichloro-5-isoquinolinesulfonyl chloride), C(C)(C)(C)OC(=O)N(C)[C@@H]1CNCC1 ((S)-3-[N-(tert-butoxycarbonyl)-N-methylamino]pyrrolidine). Yields the product C(C)(C)(C)OC(=O)N(C)[C@H]1CN(CC1)S(=O)(=O)C=1C=2C(=CN=C(C2C=CC1)Cl)Cl ((R)-3-[N-(tert-Butoxycarbonyl)-N-methylamino]-1-(1,4-dichloro-5-isoquinolinesulfonyl)pyrrolidine), OC1=NC=C(C=2C(=CC=CC12)S(=O)(=O)N1C[C@@H](CC1)NC)Cl ((R)-1-(1-Hydroxy-4-chloro-5-isoquinolinesulfonyl)-3-(methylamino)pyrrolidine), Cl (hydrochloride). As a reaction SMILES: [Cl:1][C:2]1[C:11]2[CH:10]=[CH:9][CH:8]=[C:7]([S:12](Cl)(=[O:14])=[O:13])[C:6]=2[C:5]([Cl:16])=[CH:4][N:3]=1.[C:17]([O:21][C:22]([N:24]([C@@H:26]1[CH2:30][CH2:29][NH:28][CH2:27]1)[CH3:25])=[O:23])([CH3:20])([CH3:19])[CH3:18].[Cl:31]C1C2C=CC=C(S(Cl)(=O)=[O:43])C=2C(Br)=CN=1.C(O[C:52]([N:54]([C@H:56]1[CH2:60][CH2:59][NH:58][CH2:57]1)C)=O)(C)(C)C>>[C:17]([O:21][C:22]([N:24]([C@@H:26]1[CH2:30][CH2:29][N:28]([S:12]([C:7]2[C:6]3[C:5]([Cl:16])=[CH:4][N:3]=[C:2]([Cl:1])[C:11]=3[CH:10]=[CH:9][CH:8]=2)(=[O:14])=[O:13])[CH2:27]1)[CH3:25])=[O:23])([CH3:20])([CH3:18])[CH3:19].[OH:43][C:2]1[C:11]2[CH:10]=[CH:9][CH:8]=[C:7]([S:12]([N:58]3[CH2:59][CH2:60][C@@H:56]([NH:54][CH3:52])[CH2:57]3)(=[O:14])=[O:13])[C:6]=2[C:5]([Cl:16])=[CH:4][N:3]=1.[ClH:31]. The reactants are O=C([O-])[O-], CCOC(C)=O, COC(=O)Cl, [K+], [K+], CCn1c(-c2ccc(N)cc2)c(C#N)c2ccc(OC(F)F)cc21. The product is CCn1c(-c2ccc(NC(=O)OC)cc2)c(C#N)c2ccc(OC(F)F)cc21. As a reaction SMILES: [C:30](=[O:31])([O-:32])[O-:33].[CH3:36][CH2:37][O:38][C:39](=[O:40])[CH3:41].[Cl:25][C:26](=[O:27])[O:28][CH3:29].[K+:34].[K+:35].[NH2:1][c:2]1[cH:3][cH:4][c:5](-[c:8]2[n:9]([CH2:23][CH3:24])[c:10]3[cH:11][c:12]([O:19][CH:20]([F:21])[F:22])[cH:13][cH:14][c:15]3[c:16]2[C:17]#[N:18])[cH:6][cH:7]1>>[NH:1]([c:2]1[cH:3][cH:4][c:5](-[c:8]2[n:9]([CH2:23][CH3:24])[c:10]3[cH:11][c:12]([O:19][CH:20]([F:21])[F:22])[cH:13][cH:14][c:15]3[c:16]2[C:17]#[N:18])[cH:6][cH:7]1)[C:26](=[O:27])[O:28][CH3:29]. Starting materials: BrCc1ccc(Br)cc1, O=C([O-])[O-], [Cl-], [K+], [K+], [Na+], CN(C)C=O, CC(C)(C)OC(=O)N1CCC23CCCCC2C1Cc1ccc(O)cc13. Product: CC(C)(C)OC(=O)N1CCC23CCCCC2C1Cc1ccc(OCc2ccc(Br)cc2)cc13. RXN SMILES: [Br:32][c:33]1[cH:34][cH:35][c:36]([CH2:37][Br:38])[cH:39][cH:40]1.[C:26](=[O:27])([O-:28])[O-:29].[Cl-:41].[K+:30].[K+:31].[Na+:42].[O:43]=[CH:44][N:45]([CH3:46])[CH3:47].[OH:1][c:2]1[cH:3][cH:4][c:5]2[c:14]([cH:15]1)[C:13]13[CH:8]([CH:7]([CH2:6]2)[N:18]([C:19](=[O:20])[O:21][C:22]([CH3:23])([CH3:24])[CH3:25])[CH2:17][CH2:16]1)[CH2:9][CH2:10][CH2:11][CH2:12]3>>[O:1]([c:2]1[cH:3][cH:4][c:5]2[c:14]([cH:15]1)[C:13]13[CH:8]([CH:7]([CH2:6]2)[N:18]([C:19](=[O:20])[O:21][C:22]([CH3:23])([CH3:24])[CH3:25])[CH2:17][CH2:16]1)[CH2:9][CH2:10][CH2:11][CH2:12]3)[CH2:37][c:36]1[cH:35][cH:34][c:33]([Br:32])[cH:40][cH:39]1. Starting materials: C(C1=CC=CC=C1)OC1=NN(C(=C1C=O)C(C)C)C(C)C (3-benzyloxy-4-formyl-1,5-diisopropyl-1H-pyrazole), C1(=CC=CC=C1)[Mg]Br (phenylmagnesium bromide), [Cl-].[NH4+] (ammonium chloride), O (water). Run in O1CCCC1 (tetrahydrofuran), O1CCCC1 (tetrahydrofuran). Conditions: time 2 hour. Product: C(C1=CC=CC=C1)OC1=NN(C(=C1C(O)C1=CC=CC=C1)C(C)C)C(C)C ([3-benzyloxy-1,5-diisopropyl-1H-pyrazole-4-yl]phenyl methanol). RXN SMILES: [CH2:1]([O:8][C:9]1[C:13]([CH:14]=[O:15])=[C:12]([CH:16]([CH3:18])[CH3:17])[N:11]([CH:19]([CH3:21])[CH3:20])[N:10]=1)[C:2]1[CH:7]=[CH:6][CH:5]=[CH:4][CH:3]=1.[C:22]1([Mg]Br)[CH:27]=[CH:26][CH:25]=[CH:24][CH:23]=1.[Cl-].[NH4+].O>O1CCCC1>[CH2:1]([O:8][C:9]1[C:13]([CH:14]([C:22]2[CH:27]=[CH:26][CH:25]=[CH:24][CH:23]=2)[OH:15])=[C:12]([CH:16]([CH3:17])[CH3:18])[N:11]([CH:19]([CH3:21])[CH3:20])[N:10]=1)[C:2]1[CH:7]=[CH:6][CH:5]=[CH:4][CH:3]=1 |f:2.3|. Procedure details: To a solution of 3-benzyloxy-4-formyl-1,5-diisopropyl-1H-pyrazole (0.21 g) in tetrahydrofuran (10 mL) was added a solution of phenylmagnesium bromide in tetrahydrofuran (1 mol/L, 1.5 mL) at room temperature, and the mixture was stirred at room temperature for 2 hours. A saturated ammonium chloride aqueous solution and water were added to the reaction mixture, and the mixture was purified by column chromatography on aminopropylated silica gel (eluent: tetrahydrofuran). Further purification by col... Starting materials: CC(C)SC=1C2=C(SC1C(=O)O)C=CC=C2 (3-[(1-methylethyl)thio]benzo[b]thiophene-2-carboxylic acid), C1=CN(C=N1)C(=O)N2C=CN=C2 (N,N-carbonyldiimidazole), [NH4+].[OH-] (NH4OH). The solvent is C1CCOC1 (THF). Conditions: time 30 minute. The product is CC(C)SC=1C2=C(SC1C(=O)N)C=CC=C2 (3-[(1-methylethyl)thio]benzo[b]thiophene-2-carboxamide). Isolated yield 83.0%. Reaction SMILES: [CH3:1][CH:2]([S:4][C:5]1[C:6]2[CH:16]=[CH:15][CH:14]=[CH:13][C:7]=2[S:8][C:9]=1[C:10](O)=[O:11])[CH3:3].C1N=C[N:19](C(N2C=NC=C2)=O)C=1.[NH4+].[OH-]>C1COCC1>[CH3:1][CH:2]([S:4][C:5]1[C:6]2[CH:16]=[CH:15][CH:14]=[CH:13][C:7]=2[S:8][C:9]=1[C:10]([NH2:19])=[O:11])[CH3:3] |f:2.3|. Reported procedure: To 3-[(1-methylethyl)thio]benzo[b]thiophene-2-carboxylic acid (133 mg, 0.53 mmol) [Connor D. T., et al., U.S. Pat. No. 4,703,053 (1987)] in 6 mL of THF is added N,N-carbonyldiimidazole (99 mg, 0.61 mmol). The mixture is heated at reflux for 1.5 hours then cooled slightly. Aqueous NH4OH (1 mL) is added and the reaction mixture is stirred at room temperature for 30 minutes, then partitioned between ethyl acetate and brine. The organic layer is dried over MgSO4, filtered, and concentrated in vacuo.... Reactants: C(N)(=O)C=1N=C2N(C(=C(C(=N2)C)CNC(OC(C)(C)C)=O)C2=C(C=C(C=C2)Cl)Cl)C1 (tert-butyl (2-carbamoyl-5-(2,4-dichlorophenyl)-7-methylimidazo[1,2-a]pyrimidin-6-yl)methylcarbamate), N1=CC=CC=C1 (pyridine), C(=O)(C(F)(F)F)OC(=O)C(F)(F)F (TFAA), N1=CC=CC=C1 (pyridine), C(=O)(C(F)(F)F)OC(=O)C(F)(F)F (TFAA). Solvent: O1CCOCC1 (dioxane). Run at time 5 hour. Product: C(#N)C=1N=C2N(C(=C(C(=N2)C)CNC(OC(C)(C)C)=O)C2=C(C=C(C=C2)Cl)Cl)C1 (tert-butyl (2-cyano-5-(2,4-dichlorophenyl)-7-methylimidazo[1,2-a]pyrimidin-6-yl)methylcarbamate). Isolated yield 66.1%. As a reaction SMILES: [C:1]([C:4]1[N:5]=[C:6]2[N:11]=[C:10]([CH3:12])[C:9]([CH2:13][NH:14][C:15](=[O:21])[O:16][C:17]([CH3:20])([CH3:19])[CH3:18])=[C:8]([C:22]3[CH:27]=[CH:26][C:25]([Cl:28])=[CH:24][C:23]=3[Cl:29])[N:7]2[CH:30]=1)(=O)[NH2:2].N1C=CC=CC=1.C(OC(C(F)(F)F)=O)(C(F)(F)F)=O>O1CCOCC1>[C:1]([C:4]1[N:5]=[C:6]2[N:11]=[C:10]([CH3:12])[C:9]([CH2:13][NH:14][C:15](=[O:21])[O:16][C:17]([CH3:20])([CH3:19])[CH3:18])=[C:8]([C:22]3[CH:27]=[CH:26][C:25]([Cl:28])=[CH:24][C:23]=3[Cl:29])[N:7]2[CH:30]=1)#[N:2]. Procedure: To a stirred solution of tert-butyl (2-carbamoyl-5-(2,4-dichlorophenyl)-7-methylimidazo[1,2-a]pyrimidin-6-yl)methylcarbamate (Example 58, Step 2, 30 mg, 0.07 mmol) in dioxane (1.5 mL) was added pyridine (10.5 mg, 0.13 mmol) and TFAA (15.4 mg, 0.07 mmol). The reaction was kept at room temperature for 16 and additional pyridine (10.5 mg, 0.13 mmol) and TFAA (15.4 mg, 0.07 mmol) were added. After 5 h, the reaction was quenched by H2O and diluted with EtOAc. The organic layer was washed with satd aq... The reactants are C(C)OC(C1=CC=C(C=C1)Br)=O (ethyl-4-bromobenzoate), C[O-].[Na+] (sodium methoxide), BrC1=CC=C(C=C1)C(C)=O (4′-bromoacetophenone). The solvent is C(C)OCC (diethyl ether), C(C)OCC (diethyl ether). Run at time 30 minute. Product: BrC1=CC=C(C=C1)C(CC(=O)C1=CC=C(C=C1)Br)=O (1,3-Bis(4-bromophenyl)propane-1,3-dione). As a reaction SMILES: C(O[C:4](=[O:12])[C:5]1[CH:10]=[CH:9][C:8]([Br:11])=[CH:7][CH:6]=1)C.C[O-].[Na+].[Br:16][C:17]1[CH:22]=[CH:21][C:20]([C:23](=[O:25])[CH3:24])=[CH:19][CH:18]=1>C(OCC)C>[Br:16][C:17]1[CH:22]=[CH:21][C:20]([C:23](=[O:25])[CH2:24][C:4]([C:5]2[CH:6]=[CH:7][C:8]([Br:11])=[CH:9][CH:10]=2)=[O:12])=[CH:19][CH:18]=1 |f:1.2|. Procedure: A mixture of ethyl-4-bromobenzoate and sodium methoxide in dry diethyl ether was stirred under an argon atmosphere After 30 min, a solution of 4′-bromoacetophenone in dry diethyl ether was then added drop-wise under stirring. The reaction mixture was stirred for 48 h under argon at room temperature. The muddy mixture was acidified and filtered under reduced pressure. The filtrate was washed with water until pH reaches about 7. The crude product was decolourized with activated charcoal and furthe...